Dataset: the Open Reaction Database (ORD), a public repository of structured organic reaction records. Task: describe an organic reaction: reactants, conditions, products, and yield Starting materials: COC1=C(C=CC=C1)N1CCNCC1 (1-(2-methoxyphenyl)-piperazin), C(CCO)Cl (trimethylene chlorohydrine), C([O-])([O-])=O.[K+].[K+] (potassium carbonate). The solvent is C(C)OCC (ethyl ether), C(C)O (ethanol). Conditions: temperature 0 celsius, time 10 hour. Yields the product COC1=C(C=CC=C1)N1CCN(CC1)CCCO (3-[4-(2-methoxyphenyl)-piperazine-1-yl]-1-hydroxy-propane). Yield: 76.8%. Reaction SMILES: [CH3:1][O:2][C:3]1[CH:8]=[CH:7][CH:6]=[CH:5][C:4]=1[N:9]1[CH2:14][CH2:13][NH:12][CH2:11][CH2:10]1.[CH2:15](Cl)[CH2:16][CH2:17][OH:18].C(=O)([O-])[O-].[K+].[K+]>C(O)C.C(OCC)C>[CH3:1][O:2][C:3]1[CH:8]=[CH:7][CH:6]=[CH:5][C:4]=1[N:9]1[CH2:14][CH2:13][N:12]([CH2:15][CH2:16][CH2:17][OH:18])[CH2:11][CH2:10]1 |f:2.3.4|. Reported procedure: 46 g of 1-(2-methoxyphenyl)-piperazin and 24.5 g of trimethylene chlorohydrine are dissolved in 200 ml of ethanol, and 25 g of potassium carbonate are added to the solution. The mixture is refluxed for 30 hours, thereafter it is cooled to 0° C, diluted with 50 ml of ethyl ether, filtered, and the filtrate is evaporated. The residue is dissolved in 100 ml of 50° C benzene, the solution is cooled to 0° C, and allowed to stand for 10 hours. The separated crystals are filtered off and dried. 46 g (7...